This data is from the Open Reaction Database (ORD), a public repository of structured organic reaction records. The task is: describe an organic reaction: reactants, conditions, products, and yield The reactants are BrC1=NC=C(C=C1[N+](=O)[O-])Br (2,5-dibromo-3-nitropyridine), C (charcoal), [H][H] (hydrogen). Solvent: [Pd] (Pd), CO (methanol). Yields the product NC=1C(=NC=C(C1)Br)Br (3-amino-2,5-dibromopyridine). Yield: 0.1%. As a reaction SMILES: [Br:1][C:2]1[C:7]([N+:8]([O-])=O)=[CH:6][C:5]([Br:11])=[CH:4][N:3]=1.C.[H][H]>[Pd].CO>[NH2:8][C:7]1[C:2]([Br:1])=[N:3][CH:4]=[C:5]([Br:11])[CH:6]=1. Reported procedure: 43.00 g (152.52 mol) of 2,5-dibromo-3-nitropyridine are hydrogenated in 1.5 g of Pd (10%) on activated charcoal in 450 ml of methanol until the calculated mount of hydrogen has been consumed, the catalyst is filtered off, and the filtrate is freed from solvent, giving 37.56 g of 3-amino-2,5-dibromopyridine. ##STR12## Run in FC(C(=O)O)(F)F (trifluoroacetic acid). Reported procedure: To a solution of 1.54 g (0.004 mol) of 7-amino-3-(1-methyl-1,2,3,4-tetrazol-5-ylthiomethyl)-3-cephem-4-carboxylic acid, t-butyl ester and 0.825 g (0.004 mol) of dicyclohexylcarbodiimide in 50 ml of benzene was added 0.704 g (0.004 mol) of trifluoromethylsulfinylacetic acid. The reaction mixture was stirred at 25° for 2 hr., then it was filtered and adsorbed onto 4 g of silica gel. Chromatography on 100 g of silica gel with 50:50 benzene-ethyl acetate gave 1.55 g (69 percent) of 7-trifluoromethyl... Conditions: time 5 minute. Starting materials: FC(S(=O)CC(=O)NC1[C@@H]2N(C(=C(CS2)C(C)SC2=NN=NN2)C(=O)OC(C)(C)C)C1=O)(F)F (7-trifluoromethylsulfinylacetamido-3-(1-methyl-1,2,3,4-tetrazol-5-ylthiomethyl)-3-cephem-4-carboxylic acid, t-butyl ester), CCOCC (ether). Product: FC(S(=O)CC(=O)NC1[C@@H]2N(C(=C(CS2)C(C)SC2=NN=NN2)C(=O)O)C1=O)(F)F (7-Trifluoromethylsulfinylacetamido-3-(1-methyl-1,2,3,4-tetrazol-5-ylthiomethyl)-3-cephem-4-carboxylic acid). Reaction SMILES: [F:1][C:2]([F:34])([F:33])[S:3]([CH2:5][C:6]([NH:8][CH:9]1[C:31](=[O:32])[N:11]2[C:12]([C:24]([O:26]C(C)(C)C)=[O:25])=[C:13]([CH:16]([S:18][C:19]3[NH:23][N:22]=[N:21][N:20]=3)[CH3:17])[CH2:14][S:15][C@H:10]12)=[O:7])=[O:4].CCOCC>FC(F)(F)C(O)=O>[F:34][C:2]([F:1])([F:33])[S:3]([CH2:5][C:6]([NH:8][CH:9]1[C:31](=[O:32])[N:11]2[C:12]([C:24]([OH:26])=[O:25])=[C:13]([CH:16]([S:18][C:19]3[NH:23][N:22]=[N:21][N:20]=3)[CH3:17])[CH2:14][S:15][C@H:10]12)=[O:7])=[O:4].